This data is from the Open Reaction Database (ORD), a public repository of structured organic reaction records. The task is: describe an organic reaction: reactants, conditions, products, and yield Reported procedure: 1-Cyclopentyl-3-ethyl-6-(2-n-propoxyphenyl)-1,5-dihydro-4H-pyrazolo[3,4-d]pyrimidin-4-one (WO 96/28448) (500 mg, 1.36 mmol) was added portionwise to chlorosulphonic acid (1.6 g, 13.6 mmol) and the reaction stirred at room temperature for 18 hours. The reaction was poured into a mixture of ice water (30 ml) and dichloromethane (30 ml) with stirring, the layers separated and the aqueous extracted with dichloromethane (2×30 ml). The combined organic solutions were washed with brine (30 ml), dried (... RXN SMILES: [CH:1]1([N:6]2[C:10]3[N:11]=[C:12]([C:16]4[CH:21]=[CH:20][CH:19]=[CH:18][C:17]=4[O:22][CH2:23][CH2:24][CH3:25])[NH:13][C:14](=[O:15])[C:9]=3[C:8]([CH2:26][CH3:27])=[N:7]2)[CH2:5][CH2:4][CH2:3][CH2:2]1.Cl[S:29]([OH:32])(=O)=[O:30].[CH2:33]([N:35]1[CH2:40][CH2:39][NH:38][CH2:37][CH2:36]1)[CH3:34].S(Cl)(Cl)(=O)=O>ClCCl>[CH:1]1([N:6]2[C:10]3[N:11]=[C:12]([C:16]4[CH:21]=[C:20]([S:29]([N:38]5[CH2:39][CH2:40][N:35]([CH2:33][CH3:34])[CH2:36][CH2:37]5)(=[O:32])=[O:30])[CH:19]=[CH:18][C:17]=4[O:22][CH2:23][CH2:24][CH3:25])[NH:13][C:14](=[O:15])[C:9]=3[C:8]([CH2:26][CH3:27])=[N:7]2)[CH2:5][CH2:4][CH2:3][CH2:2]1. The solvent is ClCCl (dichloromethane), ClCCl (dichloromethane), ClCCl (dichloromethane). Run at time 18 hour. Product: C1(CCCC1)N1N=C(C2=C1N=C(NC2=O)C2=C(C=CC(=C2)S(=O)(=O)N2CCN(CC2)CC)OCCC)CC (1-Cyclopentyl-3-ethyl-6-[5-(4-ethylpiperazin-1-ylsulphonyl)-2-n-propoxyphenyl]-1,5-dihydro-4H-pyrazolo[3,4-d]pyrimidin-4-one). The yield is 15.7%. The reactants are C1(CCCC1)N1N=C(C2=C1N=C(NC2=O)C2=C(C=CC=C2)OCCC)CC (1-Cyclopentyl-3-ethyl-6-(2-n-propoxyphenyl)-1,5-dihydro-4H-pyrazolo[3,4-d]pyrimidin-4-one), ClS(=O)(=O)O (chlorosulphonic acid), C(C)N1CCNCC1 (N-Ethylpiperazine), ice, S(=O)(=O)(Cl)Cl (sulphonyl chloride), ice water.